From a dataset of the Open Reaction Database (ORD), a public repository of structured organic reaction records. describe an organic reaction: reactants, conditions, products, and yield Reactants: C1(=CC=CC=C1)C=1C=CC(=NC1)N (5-phenylpyridin-2-amine), N1=CC=C(C=C1)C(CC(=O)OCC)=O (ethyl 3-(4-pyridinyl)-3-oxopropionate), C(C)(=O)[O-].[NH4+] (ammonium acetate). The solvent is O (water). Run at temperature 140 celsius. The product is C1(=CC=CC=C1)C=1C=CC=2N(C(C=C(N2)C2=CC=NC=C2)=O)C1 (7-phenyl-2-pyridin-4-yl-4H-pyrido[1,2-a]pyrimidin-4-one). The yield is 28.6%. RXN SMILES: [C:1]1([C:7]2[CH:8]=[CH:9][C:10]([NH2:13])=[N:11][CH:12]=2)[CH:6]=[CH:5][CH:4]=[CH:3][CH:2]=1.[N:14]1[CH:19]=[CH:18][C:17]([C:20](=O)[CH2:21][C:22](OCC)=[O:23])=[CH:16][CH:15]=1.C([O-])(=O)C.[NH4+]>O>[C:1]1([C:7]2[CH:8]=[CH:9][C:10]3[N:11]([CH:12]=2)[C:22](=[O:23])[CH:21]=[C:20]([C:17]2[CH:18]=[CH:19][N:14]=[CH:15][CH:16]=2)[N:13]=3)[CH:2]=[CH:3][CH:4]=[CH:5][CH:6]=1 |f:2.3|. Procedure details: To a mixture of 0.20 g (1.17 mmol) of 5-phenylpyridin-2-amine and 0.227 g (1.17 mmol) of ethyl 3-(4-pyridinyl)-3-oxopropionate were added 0.180 g (2.34 mmol) of ammonium acetate. The reaction mixture was heated at 140° C. for 12 hours. After cooling, water was added and the mixture was extracted with chloroform. The extracts were washed with a saturated aqueous solution of sodium chloride, dried over sodium sulphate and evaporated. The resulting solid was dissolved in methanol and purified on pr... Reactants: COC(C1=C(C(=CC(=C1)Br)C)N(S(=O)(=O)C1=CC=C(C=C1)OC)CC1=CC=CC=C1)=O (2-[Benzyl-(4-methoxy-benzenesulfonyl)-amino]-5-bromo-3-methyl-benzoic acid methyl ester), [OH-].[Na+] (NaOH). Run in CO.C1CCOC1 (MeOH THF). The product is C(C1=CC=CC=C1)N(C1=C(C(=O)O)C=C(C=C1C)Br)S(=O)(=O)C1=CC=C(C=C1)OC (2-[Benzyl-(4-methoxy-benzenesulfonyl)-amino]-5-bromo-3-methyl-benzoic acid). Yield: 84.0%. Reaction SMILES: C[O:2][C:3](=[O:31])[C:4]1[CH:9]=[C:8]([Br:10])[CH:7]=[C:6]([CH3:11])[C:5]=1[N:12]([CH2:24][C:25]1[CH:30]=[CH:29][CH:28]=[CH:27][CH:26]=1)[S:13]([C:16]1[CH:21]=[CH:20][C:19]([O:22][CH3:23])=[CH:18][CH:17]=1)(=[O:15])=[O:14].[OH-].[Na+]>CO.C1COCC1>[CH2:24]([N:12]([S:13]([C:16]1[CH:17]=[CH:18][C:19]([O:22][CH3:23])=[CH:20][CH:21]=1)(=[O:15])=[O:14])[C:5]1[C:6]([CH3:11])=[CH:7][C:8]([Br:10])=[CH:9][C:4]=1[C:3]([OH:31])=[O:2])[C:25]1[CH:30]=[CH:29][CH:28]=[CH:27][CH:26]=1 |f:1.2,3.4|. Reported procedure: To a solution of 0.444 g (0.88 lmmol) of the product of Example 11 in 20 mL of MeOH/THF (1:1) was added 9.3 mL 1N NaOH and the mixture heated at reflux for 18 h. The mixture was cooled to room temperature and the organic removed in vacuo. The remaining solution was acidified with 10% HCl and extracted with EtOAc. The extract was washed with water and brine, dried over MgSO4, filtered and concentrated in vacuo. The residue provided 0.364 g (84%) of the desired carboxylic acid as a white solid aft...